Dataset: the Open Reaction Database (ORD), a public repository of structured organic reaction records. Task: describe an organic reaction: reactants, conditions, products, and yield Reactants: C(C)(C)(C)OC(=O)NC1CN(CCC1)C(=O)OCC1=CC=CC=C1 (benzyl 3-[(tert-butoxycarbonyl)amino]-1-piperidinecarboxylate). Reagents/catalysts: [Pd] (Pd/C). Run in CCO (EtOH). Conditions: time 14 hour. The product is N1CC(CCC1)NC(OC(C)(C)C)=O (tert-butyl 3-piperidinylcarbamate). The yield is 90.5%. As a reaction SMILES: [C:1]([O:5][C:6]([NH:8][CH:9]1[CH2:14][CH2:13][CH2:12][N:11](C(OCC2C=CC=CC=2)=O)[CH2:10]1)=[O:7])([CH3:4])([CH3:3])[CH3:2]>CCO.[Pd]>[NH:11]1[CH2:12][CH2:13][CH2:14][CH:9]([NH:8][C:6](=[O:7])[O:5][C:1]([CH3:3])([CH3:2])[CH3:4])[CH2:10]1. Procedure details: A mixture of benzyl 3-[(tert-butoxycarbonyl)amino]-1-piperidinecarboxylate (2.25 g, 6.73 mmol) and 10% Pd/C (0.229 g) in EtOH (20 mL) was stirred at room temperature under a hydrogen atmosphere (1 atm) for 14 hrs. The catalyst was removed by filtration through Celite®, and the filtrate was concentrated under reduced pressure to give tert-butyl 3-piperidinylcarbamate as a solid (1.22 g, yield; 91%).